Dataset: the Open Reaction Database (ORD), a public repository of structured organic reaction records. Task: describe an organic reaction: reactants, conditions, products, and yield The reactants are Cl (hydrogen chloride), CN(C1=CC=CC=C1)C (dimethylaniline), C1(CCCCC1)CC(=O)Cl (cyclohexyl-acetyl chloride), C(C)(C)(C)O (t-butyl alcohol). Run in ClCCl (dichloromethane). Conditions: temperature 5 celsius, time 90 minute. Product: C(C)(C)(C)OC(CC1CCCCC1)=O (Cyclohexyl-acetic acid tert-butyl ester). Yield: 84.0%. As a reaction SMILES: CN(C)C1C=CC=CC=1.[CH:10]1([CH2:16][C:17](Cl)=[O:18])[CH2:15][CH2:14][CH2:13][CH2:12][CH2:11]1.Cl.[C:21]([OH:25])([CH3:24])([CH3:23])[CH3:22]>ClCCl>[C:21]([O:25][C:17](=[O:18])[CH2:16][CH:10]1[CH2:15][CH2:14][CH2:13][CH2:12][CH2:11]1)([CH3:24])([CH3:23])[CH3:22]. Procedure: To a 5° C. solution of dimethylaniline (320 ml, 2.54 mol) in t-butyl alcohol (480 ml) was added dropwise a solution of cyclohexyl-acetyl chloride (250.9 g, 1.56 mol) in dichloromethane (320 ml) over 30 min. At the end of the addition, the addition funnel was rinsed with dichloromethane (80 ml). The reaction mixture was stirred 90 min at 5° C. and then allowed to warm to room temperature. After 15 hours at room temperature, the reaction solution was heated to reflux for 6 hours and then cooled to... Reactants: CC(=CCOC1=CC=C(C(=O)O)C=C1)CCC=C(C)C (p-[(3,7-dimethyl-2,6-octadienyl)oxy]benzoic acid), C(C#C)Br (propargyl bromide). Yields the product C(C#C)OC(C1=CC=C(C=C1)OCC=C(CCC=C(C)C)C)=O (p-[(3,7-dimethyl-2,6-octadienyl)oxy]benzoic acid propargyl ester). RXN SMILES: [CH3:1][C:2]([CH2:15][CH2:16][CH:17]=[C:18]([CH3:20])[CH3:19])=[CH:3][CH2:4][O:5][C:6]1[CH:14]=[CH:13][C:9]([C:10]([OH:12])=[O:11])=[CH:8][CH:7]=1.[CH2:21](Br)[C:22]#[CH:23]>>[CH2:23]([O:11][C:10](=[O:12])[C:9]1[CH:8]=[CH:7][C:6]([O:5][CH2:4][CH:3]=[C:2]([CH3:1])[CH2:15][CH2:16][CH:17]=[C:18]([CH3:20])[CH3:19])=[CH:14][CH:13]=1)[C:22]#[CH:21]. Reported procedure: By utilizing the procedure of Example 8, by reacting p-[(3,7-dimethyl-2,6-octadienyl)oxy]benzoic acid with propargyl bromide, there is obtained p-[(3,7-dimethyl-2,6-octadienyl)oxy]benzoic acid propargyl ester; B.P. 135°-137°C/0.01 mmHg. Reported procedure: Following the procedure described in Example 14, step 3, but substituting carboxylic acid 50j for 37 and using 1.1 equivalent of NH2OH.HCl and triethylamine each, the title compound was obtained as light yellow solid in 33% yield: 1H NMR (300 MHz, CD3OD/CDCl3=5/1) δ 8.09 (br s, 1H), 7.46 (m, 1H), 6.75 (m, 1H), 2.76 (t, J=7.5 Hz, 2H), 2.10 (t, J=7.5 Hz, 2H), 1.60-1.72 (m, 4H), 1.36 (m, 4H); 13C NMR (75.4 MHz, CD3OD/CDCl3=5/1) δ 23.90, 24.99, 28.45(2), 32.48, 39.98, 108.19, 127.37, 144.15, 147.43,... Solvent: C(C)N(CC)CC (triethylamine). Yields the product ONC(CCCCCCC(=O)C1=COC=C1)=O (N-hydroxy-7-(3-furanoyl)heptanamide). The reactants are O1C=C(C=C1)C(=O)CCCCCCC(=O)O (7-(3-Furanoyl)heptanoic acid), NO.Cl (NH2OH.HCl). Reaction SMILES: [O:1]1[CH:5]=[CH:4][C:3]([C:6]([CH2:8][CH2:9][CH2:10][CH2:11][CH2:12][CH2:13][C:14]([OH:16])=O)=[O:7])=[CH:2]1.[NH2:17][OH:18].Cl>C(N(CC)CC)C>[OH:18][NH:17][C:14](=[O:16])[CH2:13][CH2:12][CH2:11][CH2:10][CH2:9][CH2:8][C:6]([C:3]1[CH:4]=[CH:5][O:1][CH:2]=1)=[O:7] |f:1.2|. Isolated yield 33.0%. Reactants: ClCC(=O)Cl (chloro-acetyl chloride), COC(C1=C(C(=CC=C1)N)O)=O (3-amino-2-hydroxy-benzoic acid methyl ester), C(=O)([O-])[O-].[K+].[K+] (K2CO3). The solvent is CN(C)C=O (DMF). Reaction conditions: time 16 hour. The product is COC(=O)C1=CC=CC=2NC(COC21)=O (3-oxo-3,4-dihydro-2H-benzo[1,4]oxazine-8-carboxylic Acid Methyl Ester). RXN SMILES: Cl[CH2:2][C:3](Cl)=[O:4].[CH3:6][O:7][C:8](=[O:17])[C:9]1[CH:14]=[CH:13][CH:12]=[C:11]([NH2:15])[C:10]=1[OH:16].C([O-])([O-])=O.[K+].[K+]>CN(C=O)C>[CH3:6][O:7][C:8]([C:9]1[C:10]2[O:16][CH2:2][C:3](=[O:4])[NH:15][C:11]=2[CH:12]=[CH:13][CH:14]=1)=[O:17] |f:2.3.4|. Reported procedure: At RT chloro-acetyl chloride (29.0 mmol) is added dropwise to a solution of 3-amino-2-hydroxy-benzoic acid methyl ester (26.4 mmol) in DMF (100 mL). After 20 min K2CO3 (126 mmol) is added portionwise, the mixture is stirred for 16 h at RT and the solvents are removed in vacuo. Water and DCM are added, the layers are separated and the organic layer is washed with brine and dried over Na2SO4. The solvents are removed in vacuo to give a crude product which is used without further purification. LC-M... The reactants are CC(=O)NCCc1cccc2ccc(OCCBr)cc12, O=C([O-])[O-], CS(C)=O, CCC(C)=O, [I-], [K+], [K+], [K+], O, COC(=O)c1ccc(-c2ccc(O)cc2)cc1. Yields the product COC(=O)c1ccc(-c2ccc(OCCOc3ccc4cccc(CCNC(C)=O)c4c3)cc2)cc1. As a reaction SMILES: [Br:18][CH2:19][CH2:20][O:21][c:22]1[cH:23][cH:24][c:25]2[cH:26][cH:27][cH:28][c:29]([CH2:32][CH2:33][NH:34][C:35]([CH3:36])=[O:37])[c:30]2[cH:31]1.[C:38](=[O:39])([O-:40])[O-:41].[CH3:46][S:47](=[O:48])[CH3:49].[CH3:50][C:51](=[O:52])[CH2:53][CH3:54].[I-:45].[K+:42].[K+:43].[K+:44].[OH2:55].[OH:1][c:2]1[cH:3][cH:4][c:5](-[c:8]2[cH:9][cH:10][c:11]([C:14](=[O:15])[O:16][CH3:17])[cH:12][cH:13]2)[cH:6][cH:7]1>>[O:1]([c:2]1[cH:3][cH:4][c:5](-[c:8]2[cH:9][cH:10][c:11]([C:14](=[O:15])[O:16][CH3:17])[cH:12][cH:13]2)[cH:6][cH:7]1)[CH2:19][CH2:20][O:21][c:22]1[cH:23][cH:24][c:25]2[cH:26][cH:27][cH:28][c:29]([CH2:32][CH2:33][NH:34][C:35]([CH3:36])=[O:37])[c:30]2[cH:31]1. Starting materials: FCCBr, Oc1cccc(N2CCNCC2)c1, CN(C)C=O. The product is Oc1cccc(N2CCN(CCF)CC2)c1. Reaction SMILES: [Br:14][CH2:15][CH2:16][F:17].[N:1]1([c:7]2[cH:8][c:9]([OH:13])[cH:10][cH:11][cH:12]2)[CH2:2][CH2:3][NH:4][CH2:5][CH2:6]1.[O:18]=[CH:19][N:20]([CH3:21])[CH3:22]>>[N:1]1([c:7]2[cH:8][c:9]([OH:13])[cH:10][cH:11][cH:12]2)[CH2:2][CH2:3][N:4]([CH2:15][CH2:16][F:17])[CH2:5][CH2:6]1.